This data is from the Open Reaction Database (ORD), a public repository of structured organic reaction records. The task is: describe an organic reaction: reactants, conditions, products, and yield Procedure: Crude 1-[4-(1H-benzimidazol-5-yloxy)phenyl]ethanol was dissolved in 75 mL of 1:1 ethanol:chloroform and stirred with MnO2 (1.4 g, 10 equivalents based on step 2 starting material) at 80 degrees Centigrade for approximately 18 hours. A second 1.4 g of MnO2 was added and the reaction was heated for an additional 24 hours. A third 1.4 g of MnO2 was added and the reaction was heated for an additional 24 hours. The reaction was filtered through celite and concentrated onto basic alumina. The crude pr... Run in C(C)O (ethanol). Reagents/catalysts: O=[Mn]=O (MnO2), O=[Mn]=O (MnO2). Yields the product N1C=NC2=C1C=CC(=C2)OC2=CC=C(C=C2)C(C)=O (1-[4-(1H-benzimidazol-5-yloxy)phenyl]ethanone). RXN SMILES: [NH:1]1[C:5]2[CH:6]=[CH:7][C:8]([O:10][C:11]3[CH:16]=[CH:15][C:14]([CH:17]([OH:19])[CH3:18])=[CH:13][CH:12]=3)=[CH:9][C:4]=2[N:3]=[CH:2]1.C(Cl)(Cl)Cl.NC1C=C(OC2C=CC(C(O)C)=CC=2)C=CC=1N>C(O)C.O=[Mn]=O>[NH:1]1[C:5]2[CH:6]=[CH:7][C:8]([O:10][C:11]3[CH:16]=[CH:15][C:14]([C:17](=[O:19])[CH3:18])=[CH:13][CH:12]=3)=[CH:9][C:4]=2[N:3]=[CH:2]1. Starting materials: third, C(Cl)(Cl)Cl (chloroform), NC=1C=C(C=CC1N)OC1=CC=C(C=C1)C(C)O (1-{4-[(3,4-diaminophenyl)oxy]phenyl}ethanol), N1C=NC2=C1C=CC(=C2)OC2=CC=C(C=C2)C(C)O (1-[4-(1H-benzimidazol-5-yloxy)phenyl]ethanol). The reactants are CC1=C(C=CC(=C1)F)N1CCC=2C(=NC=3C(=CC=CC3C21)OC(F)(F)F)Cl (1-(2-Methyl-4-fluorophenyl)-4-chloro-6-trifluoromethoxy-2,3-dihydropyrrolo[3,2-c]quinoline), CN (methylamine). Reaction conditions: temperature 190 celsius. The product is CC1=C(C=CC(=C1)F)N1CCC=2C(=NC=3C(=CC=CC3C21)OC(F)(F)F)NC (1-(2-methyl-4-fluorophenyl)-4-methylamino-6-trifluoromethoxy-2,3-dihydropyrrolo[3,2-c]quinoline). Reaction SMILES: [CH3:1][C:2]1[CH:7]=[C:6]([F:8])[CH:5]=[CH:4][C:3]=1[N:9]1[C:21]2[C:20]3[CH:19]=[CH:18][CH:17]=[C:16]([O:22][C:23]([F:26])([F:25])[F:24])[C:15]=3[N:14]=[C:13](Cl)[C:12]=2[CH2:11][CH2:10]1.[CH3:28][NH2:29]>>[CH3:1][C:2]1[CH:7]=[C:6]([F:8])[CH:5]=[CH:4][C:3]=1[N:9]1[C:21]2[C:20]3[CH:19]=[CH:18][CH:17]=[C:16]([O:22][C:23]([F:26])([F:25])[F:24])[C:15]=3[N:14]=[C:13]([NH:29][CH3:28])[C:12]=2[CH2:11][CH2:10]1. Reported procedure: 1-(2-Methyl-4-fluorophenyl)-4-chloro-6-trifluoromethoxy-2,3-dihydropyrrolo[3,2-c]quinoline(500 mg, 1.3 mmol) was dissolved in aqueous solution of methylamine(40%, 10 ml) in the pressure tube, and the reaction mixture was refluxed at 190° C. for 3 hours. The solvent was removed by distillation under reduced pressure, and the residue was diluted in dichloromethane(20 ml), then washed with water(15 ml) for 3 times. The organic layer was dried over anhydrous magnesium sulfate, filtered, and concentr... As a reaction SMILES: [CH2:1]=[CH:2][CH:3]([OH:7])[CH2:4][CH:5]=[CH2:6].[H-].[Na+].[H][H].[Br:12][CH2:13][CH2:14][CH2:15][CH2:16][CH2:17][CH2:18][CH2:19][CH2:20][CH2:21][CH2:22]Br>O1CCCC1>[Br:12][CH2:13][CH2:14][CH2:15][CH2:16][CH2:17][CH2:18][CH2:19][CH2:20][CH2:21][CH2:22][O:7][CH:3]([CH2:4][CH:5]=[CH2:6])[CH:2]=[CH2:1] |f:1.2|. Run at time 8 hour. Isolated yield 35.0%. The solvent is O1CCCC1 (THF), O1CCCC1 (tetrahydrofuran). Yields the product BrCCCCCCCCCCOC(C=C)CC=C (3-(10-bromodecyloxy)-1,5-hexadiene). Reactants: BrCCCCCCCCCCBr (1,10-dibromodecane), C=CC(CC=C)O (1,5-hexadien-3-ol), [H][H] (hydrogen), [H-].[Na+] (sodium hydride). Procedure: 10 g of 1,5-hexadien-3-ol was dissolved in 100 ml of tetrahydrofuran (THF), and the atmosphere was replaced with argon. 4.1 g of 60% sodium hydride was added little by little. After hydrogen gas had ceased to generate, a THF solution of 75 g of 1,10-dibromodecane was added, and reflux was carried out for 8 hours. The insoluble matter generated was filtered off, and the solvent was evaporated. The residue was purified by column chromatography, to obtain 11.3 g of the objective compound (1). (Yiel... Reactants: C(C)(C)(C)N1N=C(N=N1)C1=CC=C(C=C1)CN(C[C@@H]([C@H](CC1=CC=CC=C1)NC(=O)OC(C)(C)C)O)NC([C@@H](NC(=O)OC)C(C)(C)C)=O (1-[4-(2-tert-butyl-2H-tetrazol-5-yl)-phenyl]-4(S)-hydroxy-5(S)-N-(tert-butyloxycarbonyl)amino-2-N-[N-methoxycarbonyl-(L)-tert-leucyl]amino-6-phenyl-2-azahexane), Cl (HCl). Run in C1CCOC1 (THF). Reaction conditions: temperature 50 celsius, time 8 hour. Yields the product Cl.C(C)(C)(C)N1N=C(N=N1)C1=CC=C(C=C1)CN(C[C@@H]([C@H](CC1=CC=CC=C1)N)O)NC([C@@H](NC(=O)OC)C(C)(C)C)=O (1-[4-(2-tert-Butyl-2H-tetrazol-5-yl)-phenyl]-4(S)-hydroxy-5(S)-amino-2-N-[N-methoxycarbonyl-(L)-tert-leucyl]amino-6-phenyl-2-azahexane hydrochloride). Reaction SMILES: [C:1]([N:5]1[N:9]=[N:8][C:7]([C:10]2[CH:15]=[CH:14][C:13]([CH2:16][N:17]([NH:37][C:38](=[O:49])[C@H:39]([C:45]([CH3:48])([CH3:47])[CH3:46])[NH:40][C:41]([O:43][CH3:44])=[O:42])[CH2:18][C@H:19]([OH:36])[C@@H:20]([NH:28]C(OC(C)(C)C)=O)[CH2:21][C:22]3[CH:27]=[CH:26][CH:25]=[CH:24][CH:23]=3)=[CH:12][CH:11]=2)=[N:6]1)([CH3:4])([CH3:3])[CH3:2].[ClH:50]>C1COCC1>[ClH:50].[C:1]([N:5]1[N:9]=[N:8][C:7]([C:10]2[CH:15]=[CH:14][C:13]([CH2:16][N:17]([NH:37][C:38](=[O:49])[C@H:39]([C:45]([CH3:48])([CH3:47])[CH3:46])[NH:40][C:41]([O:43][CH3:44])=[O:42])[CH2:18][C@H:19]([OH:36])[C@@H:20]([NH2:28])[CH2:21][C:22]3[CH:23]=[CH:24][CH:25]=[CH:26][CH:27]=3)=[CH:12][CH:11]=2)=[N:6]1)([CH3:2])([CH3:4])[CH3:3] |f:3.4|. Procedure: Under a nitrogen atmosphere, 200 mg (0.293 mmol) of 1-[4-(2-tert-butyl-2H-tetrazol-5-yl)-phenyl]-4(S)-hydroxy-5(S)-N-(tert-butyloxycarbonyl)amino-2-N-[N-methoxycarbonyl-(L)-tert-leucyl]amino-6-phenyl-2-azahexane are dissolved in 2.3 ml of THF; 1.6 ml of aqueous 2N HCl are added and the mixture is stirred at 50° C. for 8 hours. The reaction solution is concentrated by evaporation; the residue is taken up several times in ethanol and concentrated by evaporation again (→title compound): TLC: Rf=0.0... The reactants are Clc1cccc(Br)c1, C1CCOC1, CCCCCC, CON(C)C(=O)C1CCCN(C(=O)OC(C)(C)C)C1, [Li]CCCC. The product is CC(C)(C)OC(=O)N1CCCC(C(=O)c2cccc(Cl)c2)C1. As a reaction SMILES: [Br:1][c:2]1[cH:3][c:4]([Cl:8])[cH:5][cH:6][cH:7]1.[CH2:39]1[O:40][CH2:41][CH2:42][CH2:43]1.[CH3:14][CH2:15][CH2:16][CH2:17][CH2:18][CH3:19].[CH3:20][O:21][N:22]([C:23](=[O:24])[CH:25]1[CH2:26][N:27]([C:31](=[O:32])[O:33][C:34]([CH3:35])([CH3:36])[CH3:37])[CH2:28][CH2:29][CH2:30]1)[CH3:38].[CH3:9][CH2:10][CH2:11][CH2:12][Li:13]>>[c:2]1([C:23](=[O:24])[CH:25]2[CH2:26][N:27]([C:31](=[O:32])[O:33][C:34]([CH3:35])([CH3:36])[CH3:37])[CH2:28][CH2:29][CH2:30]2)[cH:3][c:4]([Cl:8])[cH:5][cH:6][cH:7]1. Reactants: BrN1C(CCC1=O)=O (N-Bromosuccinimide), FC1=CC=C(C=C1)C1=NC(=NC(=C1)C(C)C)O (4-(4-fluorophenyl)-6-isopropylpyrimidin-2-ol). The solvent is CN(C)C=O (DMF), C(C)(=O)OCC (ethyl acetate), C1(=CC=CC=C1)C (toluene), O (water). Conditions: time 10 minute. Yields the product BrC=1C(=NC(=NC1C(C)C)O)C1=CC=C(C=C1)F (5-bromo-4-(4-fluorophenyl)-6-isopropylpyrimidin-2-ol). The yield is 98.4%. As a reaction SMILES: [Br:1]N1C(=O)CCC1=O.[F:9][C:10]1[CH:15]=[CH:14][C:13]([C:16]2[CH:21]=[C:20]([CH:22]([CH3:24])[CH3:23])[N:19]=[C:18]([OH:25])[N:17]=2)=[CH:12][CH:11]=1>CN(C=O)C.C(OCC)(=O)C.C1(C)C=CC=CC=1.O>[Br:1][C:21]1[C:16]([C:13]2[CH:12]=[CH:11][C:10]([F:9])=[CH:15][CH:14]=2)=[N:17][C:18]([OH:25])=[N:19][C:20]=1[CH:22]([CH3:23])[CH3:24]. Reported procedure: A 5M to 6M solution of hydrogen chloride in isopropanol (38 mL, 194 mmoles) was added to a stirred mixture of urea (7.78 g, 129.6 mmoles) and 1-(4-fluorophenyl)-4-methylpentane-1,3-dione (8.43 g, 32.4 mmoles) in ethanol (49 mL). The reaction mixture was refluxed for 40 hours and then cooled to −6° C. The resultant precipitate was collected by filtration and washed with diethyl ether (20 mL). The solid was added to water (60 mL) and saturated aqueous sodium bicarbonate solution (10 mL). Further s... The reactants are CCN=C=NCCCN(C)C, CCN(C(C)C)C(C)C, Cl, O=C(O)c1cc(C(F)(F)F)ccc1C(F)(F)F, O=C(NCC(=O)N1CCNCC1)c1ccc(-c2ccccc2)cc1, CN(C)C=O, O, On1nnc2ccccc21. The product is O=C(NCC(=O)N1CCN(C(=O)c2cc(C(F)(F)F)ccc2C(F)(F)F)CC1)c1ccc(-c2ccccc2)cc1. As a reaction SMILES: [CH3:37][CH2:38][N:39]=[C:40]=[N:41][CH2:42][CH2:43][CH2:44][N:45]([CH3:46])[CH3:47].[CH:1]([N:2]([CH2:3][CH3:4])[CH:5]([CH3:6])[CH3:7])([CH3:8])[CH3:9].[ClH:48].[F:10][C:11]([c:12]1[c:13]([C:14](=[O:15])[OH:16])[cH:17][c:18]([C:21]([F:22])([F:23])[F:24])[cH:19][cH:20]1)([F:25])[F:26].[O:49]=[C:50]([CH2:51][NH:52][C:53](=[O:54])[c:55]1[cH:56][cH:57][c:58](-[c:61]2[cH:62][cH:63][cH:64][cH:65][cH:66]2)[cH:59][cH:60]1)[N:67]1[CH2:68][CH2:69][NH:70][CH2:71][CH2:72]1.[O:73]=[CH:74][N:75]([CH3:76])[CH3:77].[OH2:78].[OH:27][n:28]1[c:29]2[c:30]([cH:31][cH:32][cH:33][cH:34]2)[n:35][n:36]1>>[F:10][C:11]([c:12]1[c:13]([C:14](=[O:16])[N:70]2[CH2:69][CH2:68][N:67]([C:50](=[O:49])[CH2:51][NH:52][C:53](=[O:54])[c:55]3[cH:56][cH:57][c:58](-[c:61]4[cH:62][cH:63][cH:64][cH:65][cH:66]4)[cH:59][cH:60]3)[CH2:72][CH2:71]2)[cH:17][c:18]([C:21]([F:22])([F:23])[F:24])[cH:19][cH:20]1)([F:25])[F:26]. Reactants: C(=O)([O-])[O-].[K+].[K+] (K2CO3), Cl.ClCCN1CCCCC1 (1-(2-chloroethyl)-piperidine HCl), Cl.ClCCN1CCCCC1 (1-(2-chloroethyl)piperidine HCl), C(C)(C)(C)C1=C(C=C(C=C1)[N+](=O)[O-])O (2-tert-butyl-5-nitrophenol), C(=O)([O-])[O-].[K+].[K+] (K2CO3), CC(=O)C (acetone). Reagents/catalysts: CCCC[N+](CCCC)(CCCC)CCCC.[I-] (TBAI). Run in O (H2O). The product is C(C)(C)(C)C1=C(OCCN2CCCCC2)C=C(C=C1)[N+](=O)[O-] (1-[2-(2-tert-butyl-5-nitro-phenoxy)-ethyl]-piperidine). RXN SMILES: [C:1]([C:5]1[CH:10]=[CH:9][C:8]([N+:11]([O-:13])=[O:12])=[CH:7][C:6]=1[OH:14])([CH3:4])([CH3:3])[CH3:2].C([O-])([O-])=O.[K+].[K+].CC(C)=O.Cl.Cl[CH2:27][CH2:28][N:29]1[CH2:34][CH2:33][CH2:32][CH2:31][CH2:30]1>CCCC[N+](CCCC)(CCCC)CCCC.[I-].O>[C:1]([C:5]1[CH:10]=[CH:9][C:8]([N+:11]([O-:13])=[O:12])=[CH:7][C:6]=1[O:14][CH2:27][CH2:28][N:29]1[CH2:34][CH2:33][CH2:32][CH2:31][CH2:30]1)([CH3:4])([CH3:2])[CH3:3] |f:1.2.3,5.6,7.8|. Reported procedure: To 2-tert-butyl-5-nitrophenol (1.01 g) and K2CO3 (1.72 g) was added acetone (35 ml) and H2O (10.5 mL), then 1-(2-chloroethyl)piperidine HCl (1.909 g) and TBAI (153 mg). The mixture was stirred at reflux overnight. Additional K2CO3 (850 mg) and 1-(2-chloroethyl)-piperidine HCl (950 mg) were added and the mixture was heated at reflux for 6 h. The mixture was concentrated in vacuo to an aqueous layer which was acidified with 2N HCl and extracted with EtOAc. The aqueous layer was basified with 6N Na... The reactants are FC(C=1C=C(C=C(C1)C(F)(F)F)[C@@H]1[C@@H](N(C(O1)=O)CC1=NC(=CC=C1C=1C=C(C=CC1OC)C1=C(C=C(C=C1)C(=O)OC)C)Cl)C)(F)F (Methyl 3′-[2-({(4S,5R)-5-[3,5-bis(trifluoromethyl)phenyl]-4-methyl-2-oxo-1,3-oxazolidin-3-yl}methyl)-6-chloropyridin-3-yl]-4′-methoxy-2-methylbiphenyl-4-carboxylate), C(=C)(C)B(O)O (isopropenylboronic acid), C([O-])([O-])=O.[K+].[K+] (potassium carbonate), C1CCOC1 (THF). Reagents/catalysts: [Pd](Cl)Cl.C(C)(C)(C)P([C-]1C=CC=C1)C(C)(C)C.[C-]1(C=CC=C1)P(C(C)(C)C)C(C)(C)C.[Fe+2] (1,1′-bis(di-tert-butylphosphino) ferrocene palladium dichloride). Run in C(Cl)Cl (CH2Cl2). Product: FC(C=1C=C(C=C(C1)C(F)(F)F)[C@@H]1[C@@H](N(C(O1)=O)CC1=NC(=CC=C1C=1C=C(C=CC1OC)C1=C(C=C(C=C1)C(=O)OC)C)C(=C)C)C)(F)F (methyl 3′-[2-({(4S,5R)-5-[3,5-bis(trifluoromethyl)phenyl]-4-methyl-2-oxo-1,3-oxazolidin-3-yl}methyl)-6-isopropenylpyridin-3-yl]-4′-methoxy-2-methylbiphenyl-4-carboxylate). Reaction SMILES: [F:1][C:2]([F:48])([F:47])[C:3]1[CH:4]=[C:5]([C@H:13]2[O:17][C:16](=[O:18])[N:15]([CH2:19][C:20]3[C:25]([C:26]4[CH:27]=[C:28]([C:34]5[CH:39]=[CH:38][C:37]([C:40]([O:42][CH3:43])=[O:41])=[CH:36][C:35]=5[CH3:44])[CH:29]=[CH:30][C:31]=4[O:32][CH3:33])=[CH:24][CH:23]=[C:22](Cl)[N:21]=3)[C@H:14]2[CH3:46])[CH:6]=[C:7]([C:9]([F:12])([F:11])[F:10])[CH:8]=1.[C:49](B(O)O)([CH3:51])=[CH2:50].C(=O)([O-])[O-].[K+].[K+].C1COCC1>[Pd](Cl)Cl.C(P(C(C)(C)C)[C-]1C=CC=C1)(C)(C)C.[C-]1(P(C(C)(C)C)C(C)(C)C)C=CC=C1.[Fe+2].C(Cl)Cl>[F:1][C:2]([F:48])([F:47])[C:3]1[CH:4]=[C:5]([C@H:13]2[O:17][C:16](=[O:18])[N:15]([CH2:19][C:20]3[C:25]([C:26]4[CH:27]=[C:28]([C:34]5[CH:39]=[CH:38][C:37]([C:40]([O:42][CH3:43])=[O:41])=[CH:36][C:35]=5[CH3:44])[CH:29]=[CH:30][C:31]=4[O:32][CH3:33])=[CH:24][CH:23]=[C:22]([C:49]([CH3:51])=[CH2:50])[N:21]=3)[C@H:14]2[CH3:46])[CH:6]=[C:7]([C:9]([F:12])([F:11])[F:10])[CH:8]=1 |f:2.3.4,6.7.8.9|. Procedure details: Methyl 3′-[2-({(4S,5R)-5-[3,5-bis(trifluoromethyl)phenyl]-4-methyl-2-oxo-1,3-oxazolidin-3-yl}methyl)-6-chloropyridin-3-yl]-4′-methoxy-2-methylbiphenyl-4-carboxylate (120 mg, 0.966 mmol), isopropenylboronic acid (74.4 mg, 0.865 mmol), 1,1′-bis(di-tert-butylphosphino) ferrocene palladium dichloride (23.5 mg, 20%), aqueous potassium carbonate (1.21 mL, 1M, 1.21 mmol) and THF (1.2 mL) were heated in an 80° C. oil bath for 1 h and 25 min. Volatiles were then removed from the crude mixture under reduc... Reactants: Cl (hydrochloric acid), CCOCC (ether), C1(=CC=CC=C1)[Mg]Br (phenyl magnesium bromide), COC(=O)C1=CC=C(C=C1)C=O (methyl terephthalaldehydate). The solvent is O1CCCC1 (tetrahydrofuran). Reaction conditions: time 12 minute. Yields the product OC(C1=CC=C(C=C1)C(=O)OC)C1=CC=CC=C1 (methyl α-hydroxy-α-phenyl-p-toluate). RXN SMILES: [CH3:1][O:2][C:3]([C:5]1[CH:10]=[CH:9][C:8]([CH:11]=[O:12])=[CH:7][CH:6]=1)=[O:4].CCOCC.[C:18]1([Mg]Br)[CH:23]=[CH:22][CH:21]=[CH:20][CH:19]=1.Cl>O1CCCC1>[OH:12][CH:11]([C:18]1[CH:23]=[CH:22][CH:21]=[CH:20][CH:19]=1)[C:8]1[CH:9]=[CH:10][C:5]([C:3]([O:2][CH3:1])=[O:4])=[CH:6][CH:7]=1. Procedure details: 25.2 g (154 mmol) of methyl terephthalaldehydate was dissolved in 200 ml of tetrahydrofuran. 51.2 ml(154 mmol) of a 2M ether solution of phenyl magnesium bromide was added dropwise thereto under cooling in a sodium chloride-ice bath with stirring for 12 minutes and the mixture was stirred for further 20 minutes. Dilute hydrochloric acid was added to the resulting reaction mixture, then the obtained mixture was extracted twice with ethyl acetate. After the organic phase was washed with brine and ...